From a dataset of the Open Reaction Database (ORD), a public repository of structured organic reaction records. describe an organic reaction: reactants, conditions, products, and yield The reactants are [BH4-], C=CCCC(C)=NCC=C, CO, [Na+]. Product: C=CCCC(C)NCC=C. As a reaction SMILES: [BH4-:1].[CH2:3]([CH:4]=[CH2:5])[N:6]=[C:7]([CH2:8][CH2:9][CH:10]=[CH2:11])[CH3:12].[CH3:13][OH:14].[Na+:2]>>[CH2:3]([CH:4]=[CH2:5])[NH:6][CH:7]([CH2:8][CH2:9][CH:10]=[CH2:11])[CH3:12]. The reactants are ClNCC1=CC=CC=C1 (chlorobenzylamine), ClC1=C(CNCCC=2SC=CC2)C=CC=C1 (N-(2-chloro-benzyl)-2-(2-thienyl)ethylamine), N1NNCCC1 (hexahydrotriazine), Cl (hydrochloric acid). Solvent: O (water), CN(C=O)C (dimethylformamide). Run at temperature 40 celsius, time 30 minute. Yields the product Cl.ClC1=C(CN2CC3=C(CC2)SC=C3)C=CC=C1 (5-(2-chloro-benzyl)-4,5,6,7-tetrahydro-thieno[3,2-c]pyridine hydrochloride). Reaction SMILES: Cl.[Cl:2][C:3]1[CH:17]=[CH:16][CH:15]=[CH:14][C:4]=1[CH2:5][NH:6][CH2:7][CH2:8][C:9]1[S:10][CH:11]=[CH:12][CH:13]=1.N1CC[CH2:21]NN1.ClNCC1C=CC=CC=1>O.CN(C)C=O>[ClH:2].[Cl:2][C:3]1[CH:17]=[CH:16][CH:15]=[CH:14][C:4]=1[CH2:5][N:6]1[CH2:7][CH2:8][C:9]2[S:10][CH:11]=[CH:12][C:13]=2[CH2:21]1 |f:6.7|. Procedure: To 42 ml dimethylformamide in which are dissolved 0.25 mole gaseous hydrochloric acid and heated at 40° C. is added, over 2 minutes, a mixture of 25.15 g (0.1 M) N-(2-chloro-benzyl)-2-(2-thienyl)ethylamine and 15.3 g (0.033 M) s.hexahydrotriazine of o.chlorobenzylamine. The reaction is exothermal and, during the addition, the reaction must be cooled with water to maintain the temperature of the reaction medium below 70° C. After completion of the addition, stirring is continued for a further 30 ... The reactants are CC1(S(N=C(OC1(C)C)OC1=CC=C(C=C1)[N+](=O)[O-])(=O)=O)C (5,5,6,6-tetramethyl-2-(4-nitrophenoxy)-5,6-dihydro-1,4,3-oxathiazine 4,4-dioxide), Cl.N[C@@H](CCO)C=1C=C(C#N)C=CC1 (3-((S)-1-amino-3-hydroxypropyl)benzonitrile hydrochloride). The solvent is ClCCl (dichloromethane), C(C)(C)N(C(C)C)CC (N,N-diisopropylethylamine), ClCCl (dichloromethane). Yields the product OCC[C@H](NC=1OC(C(S(N1)(=O)=O)(C)C)(C)C)C=1C=C(C#N)C=CC1 (3-[(S)-3-Hydroxy-1-(5,5,6,6-tetramethyl-4,4-dioxo-5,6-dihydro-4H-4lambda6-[1,4,3]oxathiazin-2-ylamino)propyl]benzonitrile). Yield: 59.3%. RXN SMILES: [CH3:1][C:2]1([CH3:22])[C:7]([CH3:9])([CH3:8])[O:6][C:5](OC2C=CC([N+]([O-])=O)=CC=2)=[N:4][S:3]1(=[O:21])=[O:20].Cl.[NH2:24][C@H:25]([C:29]1[CH:30]=[C:31]([CH:34]=[CH:35][CH:36]=1)[C:32]#[N:33])[CH2:26][CH2:27][OH:28]>ClCCl.C(N(CC)C(C)C)(C)C>[OH:28][CH2:27][CH2:26][C@@H:25]([C:29]1[CH:30]=[C:31]([CH:34]=[CH:35][CH:36]=1)[C:32]#[N:33])[NH:24][C:5]1[O:6][C:7]([CH3:8])([CH3:9])[C:2]([CH3:1])([CH3:22])[S:3](=[O:20])(=[O:21])[N:4]=1 |f:1.2|. Procedure details: 100 mg of 5,5,6,6-tetramethyl-2-(4-nitrophenoxy)-5,6-dihydro-1,4,3-oxathiazine 4,4-dioxide and 97 mg of 3-((S)-1-amino-3-hydroxypropyl)benzonitrile hydrochloride were dissolved in 5 ml of dichloromethane and 0.25 ml of N,N-diisopropylethylamine, and the mixture was stirred at room temperature for 16 hours. Subsequently, the reaction solution was diluted with 20 ml of dichloromethane, and washed with 10 ml of 10% aqueous ammonia solution and with 10 ml of 1 N aqueous hydrochloric acid. The two aq... The reactants are ClC1=C2C(=NC(=C1)C1=CC(=CC=C1)Cl)CCC2 (4-chloro-2-(3-chlorophenyl)-6,7-dihydro-5H-cyclopenta[b]pyridine), NC1=CC=C(CC(C(=O)N)(C(=O)N)C)C=C1 (2-(4-aminobenzyl)-2-methylmalonamide), Cl (HCl), O1CCOCC1 (dioxane). The solvent is CN1CCCC1=O (NMP), ClCCl.CO (dichloromethane methanol), O (water), C([O-])(O)=O.[Na+] (sodium bicarbonate). Conditions: temperature 150 celsius. Product: ClC=1C=C(C=CC1)C1=CC(=C2C(=N1)CCC2)NC2=CC=C(CC(C(=O)N)(C(=O)N)C)C=C2 (2-(4-((2-(3-chlorophenyl)-6,7-dihydro-5H-cyclopenta[b]pyridin-4-yl)amino)benzyl)-2-methylmalonamide). The yield is 70.3%. Reaction SMILES: Cl[C:2]1[CH:7]=[C:6]([C:8]2[CH:13]=[CH:12][CH:11]=[C:10]([Cl:14])[CH:9]=2)[N:5]=[C:4]2[CH2:15][CH2:16][CH2:17][C:3]=12.[NH2:18][C:19]1[CH:33]=[CH:32][C:22]([CH2:23][C:24]([CH3:31])([C:28]([NH2:30])=[O:29])[C:25]([NH2:27])=[O:26])=[CH:21][CH:20]=1.Cl.O1CCOCC1>CN1C(=O)CCC1.O.C(=O)(O)[O-].[Na+].ClCCl.CO>[Cl:14][C:10]1[CH:9]=[C:8]([C:6]2[N:5]=[C:4]3[CH2:15][CH2:16][CH2:17][C:3]3=[C:2]([NH:18][C:19]3[CH:20]=[CH:21][C:22]([CH2:23][C:24]([CH3:31])([C:25]([NH2:27])=[O:26])[C:28]([NH2:30])=[O:29])=[CH:32][CH:33]=3)[CH:7]=2)[CH:13]=[CH:12][CH:11]=1 |f:6.7,8.9|. Procedure details: A 10-mL microwave vial was charged with 4-chloro-2-(3-chlorophenyl)-6,7-dihydro-5H-cyclopenta[b]pyridine (0.100 g, 0.38 mmol), 2-(4-aminobenzyl)-2-methylmalonamide (0.167 g, 0.75 mmol) and 4M HCl in dioxane (0.095 mL, 0.38 mmol) in NMP (4 mL). The resulting mixture was heated at 150° C. under microwave irradiation for 8 h. After this time, the reaction mixture was cooled, diluted with water (20 mL) and saturated aqueous sodium bicarbonate (20 mL) affording a solid. The solid was isolated by filt... Starting materials: [Cs+], [F-], O=[N+]([O-])c1cccc(S(=O)(=O)OCC2CO2)c1, CN(C)C=O, O, Oc1cccc2ccccc12. The product is c1ccc2c(OCC3CO3)cccc2c1. RXN SMILES: [Cs+:13].[F-:12].[N+:14]([c:15]1[cH:16][c:17]([S:18]([O:19][CH2:27][CH:28]2[CH2:29][O:30]2)(=[O:20])=[O:21])[cH:22][cH:23][cH:24]1)([O-:25])=[O:26].[O:32]=[CH:33][N:34]([CH3:35])[CH3:36].[OH2:31].[OH:1][c:2]1[cH:3][cH:4][cH:5][c:6]2[cH:7][cH:8][cH:9][cH:10][c:11]12>>[O:1]([c:2]1[cH:3][cH:4][cH:5][c:6]2[cH:7][cH:8][cH:9][cH:10][c:11]12)[CH2:27][CH:28]1[CH2:29][O:30]1. Run in C(C)(=O)OCC (ethyl acetate). Reported procedure: Ozone was bubbled at -78° C. into a solution of 698 mg (2.01 mmol) of (2-methyl-3-phenylphenyl)methyl 2,2-dimethyl-3-(2-methyl-1-propenyl)cyclopropanecarboxylate obtained in Reference Example 1, in 10 ml of ethyl acetate. The supply of ozone was terminated when the solution turned slightly blue. Then, 1 ml of dimethyl sulfide was added, and the temperature of the mixture was allowed to warm to room temperature. The reaction mixture was concentrated under reduced pressure and purified by column c... As a reaction SMILES: [O:1]=[O+][O-].[CH3:4][C:5]1([CH3:29])[CH:7]([CH:8]=C(C)C)[CH:6]1[C:12]([O:14][CH2:15][C:16]1[CH:21]=[CH:20][CH:19]=[C:18]([C:22]2[CH:27]=[CH:26][CH:25]=[CH:24][CH:23]=2)[C:17]=1[CH3:28])=[O:13]>C(OCC)(=O)C>[CH3:4][C:5]1([CH3:29])[CH:7]([CH:8]=[O:1])[CH:6]1[C:12]([O:14][CH2:15][C:16]1[CH:21]=[CH:20][CH:19]=[C:18]([C:22]2[CH:27]=[CH:26][CH:25]=[CH:24][CH:23]=2)[C:17]=1[CH3:28])=[O:13]. Isolated yield 92.0%. The product is CC1(C(C1C=O)C(=O)OCC1=C(C(=CC=C1)C1=CC=CC=C1)C)C ((2-methyl-3-phenylphenyl)methyl 2,2-dimethyl-3-formylcyclopropanecarboxylate). The reactants are O=[O+][O-] (Ozone), CC1(C(C1C=C(C)C)C(=O)OCC1=C(C(=CC=C1)C1=CC=CC=C1)C)C ((2-methyl-3-phenylphenyl)methyl 2,2-dimethyl-3-(2-methyl-1-propenyl)cyclopropanecarboxylate).